Task: describe an organic reaction: reactants, conditions, products, and yield. Dataset: the Open Reaction Database (ORD), a public repository of structured organic reaction records Reported procedure: 236.1 g (0.75 mol) 2-Chloroethyl 2-(methoxyacetyl)-2-(2,6-dimethylphenyl)-hydrazinecarboxylate, 375 ml xylene and 187 ml water are stirred with external cooling, while 82.5 ml (0.82 mol) of an aqueous solution of sodium hydroxide (containing ~0.4 g NaOH per ml) are added at a rate to maintain the internal temperature at approx. 20°. The mixture is stirred after completion of the addition for 1 hour at 20°, and for 2 hours at 0°. The solid is filtered off, washed with 150 ml water and dried to yi... The solvent is O (water). As a reaction SMILES: [CH3:1][O:2][CH2:3][C:4]([N:6]([C:14]1[C:19]([CH3:20])=[CH:18][CH:17]=[CH:16][C:15]=1[CH3:21])[NH:7][C:8]([O:10][CH2:11][CH2:12]Cl)=[O:9])=[O:5].C1(C)C(C)=CC=CC=1.[OH-].[Na+]>O>[CH3:1][O:2][CH2:3][C:4]([N:6]([C:14]1[C:19]([CH3:20])=[CH:18][CH:17]=[CH:16][C:15]=1[CH3:21])[N:7]1[CH2:12][CH2:11][O:10][C:8]1=[O:9])=[O:5] |f:2.3|. Reaction conditions: time 2 hour. The reactants are COCC(=O)N(NC(=O)OCCCl)C1=C(C=CC=C1C)C (2-Chloroethyl 2-(methoxyacetyl)-2-(2,6-dimethylphenyl)-hydrazinecarboxylate), C=1(C(=CC=CC1)C)C (xylene), aqueous solution, [OH-].[Na+] (sodium hydroxide). Yields the product COCC(=O)N(N1C(OCC1)=O)C1=C(C=CC=C1C)C (2-Methoxy-N-(2,6-dimethylphenyl)-N-(2-oxo-3-oxazolidinyl)-acetamide). The reactants are IC1=CC2=C(OCC(C=3N2N=C(C3)C(=O)N)(F)F)C=C1 (9-iodo-4,4-difluoro-4,5-dihydrobenzo[b]pyrazolo[1,5-d][1,4]oxazepine-2-carboxamide), C(#C)[C@]1(C(NCC1)=O)O ((R)-3-ethynyl-3-hydroxypyrrolidin-2-one). The product is FC1(C=2N(C3=C(OC1)C=CC(=C3)C#C[C@]3(C(NCC3)=O)O)N=C(C2)C(=O)N)F ((R)-4,4-difluoro-9-((3-hydroxy-2-oxopyrrolidin-3-yl)ethynyl)-4,5-dihydrobenzo[b]pyrazolo[1,5-d][1,4]oxazepine-2-carboxamide). As a reaction SMILES: I[C:2]1[CH:20]=[CH:19][C:5]2[O:6][CH2:7][C:8]([F:18])([F:17])[C:9]3[N:10]([N:11]=[C:12]([C:14]([NH2:16])=[O:15])[CH:13]=3)[C:4]=2[CH:3]=1.[C:21]([C@:23]1([OH:29])[CH2:27][CH2:26][NH:25][C:24]1=[O:28])#[CH:22]>>[F:17][C:8]1([F:18])[CH2:7][O:6][C:5]2[CH:19]=[CH:20][C:2]([C:22]#[C:21][C@:23]3([OH:29])[CH2:27][CH2:26][NH:25][C:24]3=[O:28])=[CH:3][C:4]=2[N:10]2[N:11]=[C:12]([C:14]([NH2:16])=[O:15])[CH:13]=[C:9]12. Procedure details: Similar to as described in General Procedure G, 9-iodo-4,4-difluoro-4,5-dihydrobenzo[b]pyrazolo[1,5-d][1,4]oxazepine-2-carboxamide was reacted with (R)-3-ethynyl-3-hydroxypyrrolidin-2-one to give a mixture of titled compound after purification by prep HPLC.